Dataset: the Open Reaction Database (ORD), a public repository of structured organic reaction records. Task: describe an organic reaction: reactants, conditions, products, and yield The reactants are [OH-].[Na+] (NaOH), CO (methanol), C(#N)C=1C=C2C(CCOC2=CC1OC1=CC=C(C=C1)C(NC=1SC(=NN1)C1=CC=CC=C1)=O)C(=O)OC (Methyl 6-cyano-7-(4-(5-phenyl-1,3,4-thiadiazol-2-ylcarbamoyl)phenoxy)chroman-4-carboxylate). Run in C(C)(=O)OCC (ethyl acetate), Cl (HCl), C1CCOC1 (THF). Conditions: time 2 hour. The product is C(#N)C=1C=C2C(CCOC2=CC1OC1=CC=C(C=C1)C(NC=1SC(=NN1)C1=CC=CC=C1)=O)C(=O)O (6-cyano-7-(4-(5-phenyl-1,3,4-thiadiazol-2-ylcarbamoyl)phenoxy)chroman-4-carboxylic acid). Isolated yield 60.6%. Reaction SMILES: [C:1]([C:3]1[CH:4]=[C:5]2[C:10](=[CH:11][C:12]=1[O:13][C:14]1[CH:19]=[CH:18][C:17]([C:20](=[O:33])[NH:21][C:22]3[S:23][C:24]([C:27]4[CH:32]=[CH:31][CH:30]=[CH:29][CH:28]=4)=[N:25][N:26]=3)=[CH:16][CH:15]=1)[O:9][CH2:8][CH2:7][CH:6]2[C:34]([O:36]C)=[O:35])#[N:2].[OH-].[Na+].CO>C1COCC1.C(OCC)(=O)C.Cl>[C:1]([C:3]1[CH:4]=[C:5]2[C:10](=[CH:11][C:12]=1[O:13][C:14]1[CH:15]=[CH:16][C:17]([C:20](=[O:33])[NH:21][C:22]3[S:23][C:24]([C:27]4[CH:28]=[CH:29][CH:30]=[CH:31][CH:32]=4)=[N:25][N:26]=3)=[CH:18][CH:19]=1)[O:9][CH2:8][CH2:7][CH:6]2[C:34]([OH:36])=[O:35])#[N:2] |f:1.2|. Procedure details: Methyl 6-cyano-7-(4-(5-phenyl-1,3,4-thiadiazol-2-ylcarbamoyl)phenoxy)chroman-4-carboxylate (17 mg, 0.033 mmol) was diluted with THF (500 μL) followed by the addition of NaOH (166 μL, 0.17 mmol) and methanol (200 μL). After stirring for 2 hours, the reaction was diluted with ethyl acetate and 2N HCl. The layers were separated and the organic layer was dried over MgSO4, filtered and concentrated to yield 6-cyano-7-(4-(5-phenyl-1,3,4-thiadiazol-2-ylcarbamoyl)phenoxy)chroman-4-carboxylic acid (10 mg... Starting materials: B, ClCCl, C=CCCCCCCCCC=C(F)F, [Na+], C1CCOC1, [OH-], O, OO. Product: OCCCCCCCCCCC=C(F)F. As a reaction SMILES: [BH3:20].[CH2:25]([Cl:26])[Cl:27].[F:1][C:2](=[CH:3][CH2:4][CH2:5][CH2:6][CH2:7][CH2:8][CH2:9][CH2:10][CH2:11][CH:12]=[CH2:13])[F:14].[Na+:22].[O:15]1[CH2:16][CH2:17][CH2:18][CH2:19]1.[OH-:21].[OH2:28].[OH:23][OH:24]>>[F:1][C:2](=[CH:3][CH2:4][CH2:5][CH2:6][CH2:7][CH2:8][CH2:9][CH2:10][CH2:11][CH2:12][CH2:13][OH:15])[F:14].